Dataset: the Open Reaction Database (ORD), a public repository of structured organic reaction records. Task: describe an organic reaction: reactants, conditions, products, and yield The product is C(#N)C1=CC=C(OC=2C=C(C(=O)NC3CCCCC3)C=C(C2)OC2=CC=C(C=C2)C#N)C=C1 (3,5-Bis-(4-cyano-phenoxy)-N-cyclohexyl-benzamide). Reactants: C(#N)C1=CC=C(OC=2C=C(C(=O)O)C=C(C2)OC2=CC=C(C=C2)C#N)C=C1 (3,5-bis-(4-cyano-phenoxy)-benzoic acid), C1(CCCCC1)N (cyclohexylamine). Isolated yield 99.6%. RXN SMILES: [C:1]([C:3]1[CH:27]=[CH:26][C:6]([O:7][C:8]2[CH:9]=[C:10]([CH:14]=[C:15]([O:17][C:18]3[CH:23]=[CH:22][C:21]([C:24]#[N:25])=[CH:20][CH:19]=3)[CH:16]=2)[C:11]([OH:13])=O)=[CH:5][CH:4]=1)#[N:2].[CH:28]1([NH2:34])[CH2:33][CH2:32][CH2:31][CH2:30][CH2:29]1>>[C:1]([C:3]1[CH:27]=[CH:26][C:6]([O:7][C:8]2[CH:9]=[C:10]([CH:14]=[C:15]([O:17][C:18]3[CH:23]=[CH:22][C:21]([C:24]#[N:25])=[CH:20][CH:19]=3)[CH:16]=2)[C:11]([NH:34][CH:28]2[CH2:33][CH2:32][CH2:31][CH2:30][CH2:29]2)=[O:13])=[CH:5][CH:4]=1)#[N:2]. Procedure: Following the procedure of Example 9(e) 3,5-bis-(4-cyano-phenoxy)-benzoic acid 0.5 g (1.4 mmol) and cyclohexylamine (0.14 g, 1.4 mmol) were used to afford 0.61 g of the required product. Percentage purity (LCMS): 78.1%, (M+1)=437.0+1. Reactants: [BH4-], Brc1ccc(Br)nc1, [Li]CCCC, CN(C)C=O, CO, Cc1ccccc1, [Na+], O. The product is OCc1ccc(Br)cn1. As a reaction SMILES: [BH4-:19].[Br:1][c:2]1[n:3][cH:4][c:5]([Br:8])[cH:6][cH:7]1.[CH2:9]([Li:10])[CH2:11][CH2:12][CH3:13].[CH3:14][N:15]([CH:16]=[O:17])[CH3:18].[CH3:22][OH:23].[CH3:24][c:25]1[cH:26][cH:27][cH:28][cH:29][cH:30]1.[Na+:20].[OH2:21]>>[c:2]1([CH2:16][OH:17])[n:3][cH:4][c:5]([Br:8])[cH:6][cH:7]1. Starting materials: NC1=NC(=CC(=N1)C1=CC(=C(C#N)C=C1)F)N1C(CCC1)C(F)(F)F (4-{2-Amino-6-[2-(trifluoromethyl)-1-pyrrolidinyl]-4-pyrimidinyl}-2-fluorobenzonitrile), O.NN (Hydrazine monohydrate). Run in C(C)O (ethanol). Reaction conditions: temperature 100 celsius, time 1 hour. Product: NC1=NC(=CC(=N1)C1=CC=C2C(=NNC2=C1)N)N1C(CCC1)C(F)(F)F (6-{2-Amino-6-[2-(trifluoromethyl)-1-pyrrolidinyl]-4-pyrimidinyl}-1H-indazol-3-amine). The yield is 68.0%. Reaction SMILES: [NH2:1][C:2]1[N:7]=[C:6]([C:8]2[CH:15]=[CH:14][C:11]([C:12]#[N:13])=[C:10](F)[CH:9]=2)[CH:5]=[C:4]([N:17]2[CH2:21][CH2:20][CH2:19][CH:18]2[C:22]([F:25])([F:24])[F:23])[N:3]=1.O.[NH2:27][NH2:28]>C(O)C>[NH2:1][C:2]1[N:7]=[C:6]([C:8]2[CH:15]=[C:14]3[C:11]([C:12]([NH2:13])=[N:27][NH:28]3)=[CH:10][CH:9]=2)[CH:5]=[C:4]([N:17]2[CH2:21][CH2:20][CH2:19][CH:18]2[C:22]([F:25])([F:24])[F:23])[N:3]=1 |f:1.2|. Reported procedure: 4-{2-Amino-6-[2-(trifluoromethyl)-1-pyrrolidinyl]-4-pyrimidinyl}-2-fluorobenzonitrile (60 mg, 0.17 mmol) was disolved in ethanol (1.5 mL) with stirring in a 5 mL microwave vessel. Hydrazine monohydrate (0.207 mL, 4.27 mmol) was added, and the mixture was capped and heated at 100° C. in an oil bath overnight. HPLC showed complete conversion. The hot mixture was filtered through a 0.2 um filter disc, rinsing with ethanol (1 mL). Water (˜3 mL) was added to the filtrate with stirring, and the mixtur... Starting materials: C1CCOC1, CO, COC(=O)C(CCCCl)(OC)c1ccc(F)cc1, [Na+], [OH-], O. The product is COC(CCCCl)(C(=O)O)c1ccc(F)cc1. RXN SMILES: [CH2:22]1[O:23][CH2:24][CH2:25][CH2:26]1.[CH3:27][OH:28].[Cl:3][CH2:4][CH2:5][CH2:6][C:7]([C:8](=[O:9])[O:10][CH3:11])([O:12][CH3:13])[c:14]1[cH:15][cH:16][c:17]([F:20])[cH:18][cH:19]1.[Na+:2].[OH-:1].[OH2:21]>>[Cl:3][CH2:4][CH2:5][CH2:6][C:7]([C:8](=[O:9])[OH:10])([O:12][CH3:13])[c:14]1[cH:15][cH:16][c:17]([F:20])[cH:18][cH:19]1. Starting materials: ClCCCCC(C1=NC(=CC=C1)C)SC(CCCCCl)C1=NC(=CC=C1)C (4-chlorobutyl(6-methyl-2-pyridyl)methyl sulphide), ClC1=CC(=CC=C1)C(=O)OO (meta-chloroperbenzoic acid), C(Cl)Cl (methylene chloride), C(Cl)Cl (methylene chloride). Run at temperature 20 celsius, time 16 hour. The product is ClCCCCS(=O)CC1=NC(=CC=C1)C (2-[(4-Chlorobutyl)sulphinylmethyl]-6-methylpyridine). RXN SMILES: ClCC[CH2:4][CH2:5][CH:6]([S:14][CH:15]([C:21]1[CH:26]=[CH:25][CH:24]=[C:23]([CH3:27])[N:22]=1)CCCCCl)C1C=CC=C(C)N=1.ClC1C=CC=C(C(OO)=[O:36])C=1.[CH2:39]([Cl:41])Cl>>[Cl:41][CH2:39][CH2:4][CH2:5][CH2:6][S:14]([CH2:15][C:21]1[CH:26]=[CH:25][CH:24]=[C:23]([CH3:27])[N:22]=1)=[O:36]. Reported procedure: To a solution of 4-chlorobutyl(6-methyl-2-pyridyl)methyl sulphide (9.2 g) in methylene chloride (140 cc), an 82.5% strength solution of meta-chloroperbenzoic acid (8.2 g) in methylene chloride (90 cc) is added dropwise in the course of 1 hour 30 minutes at a temperature in the region of 15° C. The mixture is stirred for 16 hours at a temperature in the region of 20° C. and then poured into neutral silica gel (225 g; 0.063-0.200 mm) contained in a column 4.3 cm in diameter. The column is eluted s... The reactants are CS(=O)(=O)c1c(Cl)n(Cc2ccccc2)c2ccccc12, CN(C)C=O, Cl, [H-], NCCS, [Na+], O. Yields the product CS(=O)(=O)c1c(SCCN)n(Cc2ccccc2)c2ccccc12. Reaction SMILES: [CH2:8]([c:9]1[cH:10][cH:11][cH:12][cH:13][cH:14]1)[n:15]1[c:16]([Cl:28])[c:17]([S:24](=[O:25])(=[O:26])[CH3:27])[c:18]2[cH:19][cH:20][cH:21][cH:22][c:23]12.[CH3:29][N:30]([CH3:31])[CH:32]=[O:33].[ClH:1].[H-:6].[NH2:2][CH2:3][CH2:4][SH:5].[Na+:7].[OH2:34]>>[NH2:2][CH2:3][CH2:4][S:5][c:16]1[n:15]([CH2:8][c:9]2[cH:10][cH:11][cH:12][cH:13][cH:14]2)[c:23]2[c:18]([c:17]1[S:24](=[O:25])(=[O:26])[CH3:27])[cH:19][cH:20][cH:21][cH:22]2. The reactants are CO, COC(=O)Cc1cccc(-c2ccco2)c1, [Na+], [OH-]. The product is O=C(O)Cc1cccc(-c2ccco2)c1. RXN SMILES: [CH3:17][OH:18].[CH3:1][O:2][C:3]([CH2:4][c:5]1[cH:6][c:7](-[c:11]2[o:12][cH:13][cH:14][cH:15]2)[cH:8][cH:9][cH:10]1)=[O:16].[Na+:20].[OH-:19]>>[O:2]=[C:3]([CH2:4][c:5]1[cH:6][c:7](-[c:11]2[o:12][cH:13][cH:14][cH:15]2)[cH:8][cH:9][cH:10]1)[OH:16]. The reactants are Cc1ccc2nc(Oc3ccc(CCO)cc3)sc2c1, CN(C)c1ccccn1, CS(=O)(=O)Cl, CCN(C(C)C)C(C)C, ClCCl. Product: Cc1ccc2nc(Oc3ccc(CCS(C)(=O)=O)cc3)sc2c1. RXN SMILES: [CH3:1][c:2]1[cH:3][c:4]2[c:5]([n:6][c:7]([O:9][c:10]3[cH:11][cH:12][c:13]([CH2:16][CH2:17][OH:18])[cH:14][cH:15]3)[s:8]2)[cH:19][cH:20]1.[CH3:21][N:22]([c:23]1[cH:24][cH:25][cH:26][cH:27][n:28]1)[CH3:29].[CH3:39][S:40]([Cl:41])(=[O:42])=[O:43].[CH:30]([N:31]([CH:32]([CH3:33])[CH3:34])[CH2:35][CH3:36])([CH3:37])[CH3:38].[Cl:44][CH2:45][Cl:46]>>[CH3:1][c:2]1[cH:3][c:4]2[c:5]([n:6][c:7]([O:9][c:10]3[cH:11][cH:12][c:13]([CH2:16][CH2:17][S:40]([CH3:39])(=[O:42])=[O:43])[cH:14][cH:15]3)[s:8]2)[cH:19][cH:20]1. The reactants are COC=1C=C(C=C[N+](=O)[O-])C=CC1 (3-methoxynitrostyrene), C(C)OC(C=C(C)N1CCCC1)=O (ethyl-3-pyrrolidino-2-butenoate), C(C)O (ethanol). Product: [N+](=O)([O-])CCCC(CC1=CC(=CC=C1)OC)=O (5-Nitro-(3-methoxyphenyl)-2-pentanone). RXN SMILES: CO[C:3]1[CH:4]=[C:5](C=[CH:12][CH:13]=1)[CH:6]=[CH:7][N+:8]([O-:10])=[O:9].[CH2:14]([O:16][C:17](=O)[CH:18]=[C:19](N1CCCC1)[CH3:20])C.C([OH:29])C>>[N+:8]([CH2:7][CH2:6][CH2:5][C:4](=[O:29])[CH2:3][C:13]1[CH:20]=[CH:19][CH:18]=[C:17]([O:16][CH3:14])[CH:12]=1)([O-:10])=[O:9]. Procedure details: A mixture of 3-methoxynitrostyrene (6.96 g, 39 mmol) and ethyl-3-pyrrolidino-2-butenoate (7.10 g, 39 mmol) was refluxed in ethanol (100 mL) for 4.0 h. The solvent was then removed and the residue refluxed in 10% HCl (50 mL) for 2.0 h. After cooling to ambient temperature the reaction mixture was extracted with ethyl ether (3×25 mL). The extract was dried (MgSO4) and the solvent removed to yield 9.40 g of crude material as an oil. This was distilled twice using a Kugelrohr oven (225° C. C/0.4mm H...